From a dataset of the Open Reaction Database (ORD), a public repository of structured organic reaction records. describe an organic reaction: reactants, conditions, products, and yield Starting materials: C(C)(=O)N1N=C(C2=CC(=CC=C12)Br)C (1-Acetyl-5-bromo-3-methyl-1H-indazole), Cl (hydrochloride). Run in CO (methanol). Conditions: temperature 60 celsius, time 30 minute. Yields the product Cl.BrC=1C=C2C(=NNC2=CC1)C (5-Bromo-3-methyl-1H-indazole hydrochloride). As a reaction SMILES: C([N:4]1[C:12]2[C:7](=[CH:8][C:9]([Br:13])=[CH:10][CH:11]=2)[C:6]([CH3:14])=[N:5]1)(=O)C.[ClH:15]>CO>[ClH:15].[Br:13][C:9]1[CH:8]=[C:7]2[C:12](=[CH:11][CH:10]=1)[NH:4][N:5]=[C:6]2[CH3:14] |f:3.4|. Procedure: 1-Acetyl-5-bromo-3-methyl-1H-indazole (1.23 g) was added to the solution of hydrochloride in methanol (30 ml), and stirred for 30 min at 60° C. The mixture was concentrated under reduced pressure, and the residue was crystallized from mixed solvent of hexane and EtOAc to give the title compound as a yellow solid. Starting materials: ClCCCC(=O)NC1=CC(=C(C=C1)C1=CC=C(C=C1)C(=O)OC)C (Methyl 4'-((4-chlorobutanoyl)amino)-2'-methylbiphenyl-4-carboxylate), CC(C)([O-])C.[K+] (potassium t-butoxide). Conditions: time 30 minute. Isolated yield 77.4%. As a reaction SMILES: Cl[CH2:2][CH2:3][CH2:4][C:5]([NH:7][C:8]1[CH:13]=[CH:12][C:11]([C:14]2[CH:19]=[CH:18][C:17]([C:20]([O:22][CH3:23])=[O:21])=[CH:16][CH:15]=2)=[C:10]([CH3:24])[CH:9]=1)=[O:6].CC(C)([O-])C.[K+]>CN(C)C=O.C(OCC)(=O)C>[CH3:24][C:10]1[CH:9]=[C:8]([N:7]2[CH2:2][CH2:3][CH2:4][C:5]2=[O:6])[CH:13]=[CH:12][C:11]=1[C:14]1[CH:19]=[CH:18][C:17]([C:20]([O:22][CH3:23])=[O:21])=[CH:16][CH:15]=1 |f:1.2|. Solvent: C(C)(=O)OCC (ethyl acetate), CN(C=O)C (dimethylformamide). Procedure details: Methyl 4'-((4-chlorobutanoyl)amino)-2'-methylbiphenyl-4-carboxylate (D28) (1.65 g, 4.8 mmol) was stirred in dry dimethylformamide (DMF) (20 ml) as potassium t-butoxide (0.70 g, 5.7 mmol) was added. The mixture was stirred for 30 min, diluted with ethyl acetate (200 ml), washed successively with brine, water and brine, dried (Na2SO4) and evaporated to give a light brown gum. Chromatography on silica gel, eluting with 0-50% ether/dichloromethane, gave the title compound (1.15 g, 71%) as a light ye... The product is CC1=C(C=CC(=C1)N1C(CCC1)=O)C1=CC=C(C=C1)C(=O)OC (Methyl 2'-methyl4'-(2-oxo-1-pyrrolidinyl)biphenyl-4-carboxylate). Reactants: COC(=O)c1nccnc1N, COC(=O)c1nc(Cl)c(Cl)nc1N, Oc1nc(O)c2nccnc2n1. Product: Nc1nc(Cl)c(Cl)nc1C=O. Reaction SMILES: [NH2:14][c:15]1[c:16]([C:17]([O:18][CH3:19])=[O:20])[n:21][cH:22][cH:23][n:24]1.[NH2:1][c:2]1[n:3][c:4]([Cl:13])[c:5]([Cl:12])[n:6][c:7]1[C:8](=[O:9])[O:10][CH3:11].[OH:25][c:26]1[n:27][c:28]2[c:29]([n:30][cH:31][cH:32][n:33]2)[c:34]([OH:35])[n:36]1>>[NH2:1][c:2]1[n:3][c:4]([Cl:13])[c:5]([Cl:12])[n:6][c:7]1[CH:8]=[O:9].